This data is from the Open Reaction Database (ORD), a public repository of structured organic reaction records. The task is: describe an organic reaction: reactants, conditions, products, and yield Reactants: Cl (hydrochloric acid), C(C)OC(=O)[C@H]1N(C(SC1)C1=C(C=CC=C1)O)C(CCC(=O)O)=O ((4R)-3-(3-carboxypropanoyl)-2-(2-hydroxyphenyl)-4-thiazolidinecarboxylic acid ethyl ester), C(C)OC(=O)[C@H]1N(C(SC1)C1=C(C=CC=C1)O)C(CCC(=O)O)=O ((4R)-3-(3-carboxypropanoyl)-2-(2-hydroxyphenyl)-4-thiazolidinecarboxylic acid ethyl ester), CN1CCOCC1 (N-methylmorpholine), NO (hydroxylamine). Procedure: To a stirred solution of (4R)-3-(3-carboxypropanoyl)-2-(2-hydroxyphenyl)-4-thiazolidinecarboxylic acid ethyl ester (compound 8a) (1.06 g) and N-methylmorpholine (0.33 ml) in 20 ml of anhydrous tetrahydrofuran, isobutyl chloroformate (0.39 ml) was added dropwise at -15° C., and stirred for additional 2 hours at this temperature. To this solution, the methanol solution of hydroxylamine (0.3 g) was added dropwise at -50° C. The reaction mixture was stirred for 1 hour at room temperature, acidified ... Yields the product C(C)OC(=O)[C@H]1N(C(SC1)C1=C(C=CC=C1)O)C(CCC(NO)=O)=O ((4R)-3-[3-(N-Hydroxycarbamoyl)propanoyl]-2-(2-hydroxyphenyl)-4-thiazolidinecarboxylic acid ethyl ester). Reaction SMILES: [CH2:1]([O:3][C:4]([C@@H:6]1[CH2:10][S:9][CH:8]([C:11]2[CH:16]=[CH:15][CH:14]=[CH:13][C:12]=2[OH:17])[N:7]1[C:18](=[O:24])[CH2:19][CH2:20][C:21](O)=[O:22])=[O:5])[CH3:2].CN1CCOCC1.[NH2:32][OH:33].Cl>O1CCCC1.ClC(OCC(C)C)=O.CO>[CH2:1]([O:3][C:4]([C@@H:6]1[CH2:10][S:9][CH:8]([C:11]2[CH:16]=[CH:15][CH:14]=[CH:13][C:12]=2[OH:17])[N:7]1[C:18](=[O:24])[CH2:19][CH2:20][C:21](=[O:22])[NH:32][OH:33])=[O:5])[CH3:2]. Solvent: O1CCCC1 (tetrahydrofuran), ClC(=O)OCC(C)C (isobutyl chloroformate), CO (methanol). Conditions: time 2 hour. Isolated yield 63.3%. Starting materials: CCCCCCCCCCCc1cnc(-c2ccc(O)cc2)nc1, C1CCOC1, CCCc1sc(CO)cc1F, CCOC(=O)N=NC(=O)OCC, c1ccc(P(c2ccccc2)c2ccccc2)cc1. Yields the product CCCCCCCCCCCc1cnc(-c2ccc(OCc3cc(F)c(CCC)s3)cc2)nc1. RXN SMILES: [CH2:32]([CH2:33][CH2:34][CH2:35][CH2:36][CH2:37][CH2:38][CH2:39][CH2:40][CH2:41][CH3:42])[c:43]1[cH:44][n:45][c:46](-[c:49]2[cH:50][cH:51][c:52]([OH:55])[cH:53][cH:54]2)[n:47][cH:48]1.[CH2:67]1[O:68][CH2:69][CH2:70][CH2:71]1.[F:56][c:57]1[cH:58][c:59]([CH2:65][OH:66])[s:60][c:61]1[CH2:62][CH2:63][CH3:64].[O:1]=[C:2]([O:3][CH2:4][CH3:5])[N:6]=[N:7][C:8]([O:9][CH2:10][CH3:11])=[O:12].[c:13]1([P:14]([c:15]2[cH:16][cH:17][cH:18][cH:19][cH:20]2)[c:21]2[cH:22][cH:23][cH:24][cH:25][cH:26]2)[cH:27][cH:28][cH:29][cH:30][cH:31]1>>[CH2:32]([CH2:33][CH2:34][CH2:35][CH2:36][CH2:37][CH2:38][CH2:39][CH2:40][CH2:41][CH3:42])[c:43]1[cH:44][n:45][c:46](-[c:49]2[cH:50][cH:51][c:52]([O:55][CH2:65][c:59]3[cH:58][c:57]([F:56])[c:61]([CH2:62][CH2:63][CH3:64])[s:60]3)[cH:53][cH:54]2)[n:47][cH:48]1. Reactants: B, CC(=O)c1ccc(-c2ccc(OCc3ccccc3)cc2)cc1, CO, [Na], C1CCOC1. Yields the product CC(O)c1ccc(-c2ccc(OCc3ccccc3)cc2)cc1. As a reaction SMILES: [BH3:29].[C:1]([CH3:2])(=[O:3])[c:4]1[cH:5][cH:6][c:7](-[c:10]2[cH:11][cH:12][c:13]([O:16][CH2:17][c:18]3[cH:19][cH:20][cH:21][cH:22][cH:23]3)[cH:14][cH:15]2)[cH:8][cH:9]1.[CH3:31][OH:32].[Na:30].[O:24]1[CH2:25][CH2:26][CH2:27][CH2:28]1>>[CH:1]([CH3:2])([OH:3])[c:4]1[cH:5][cH:6][c:7](-[c:10]2[cH:11][cH:12][c:13]([O:16][CH2:17][c:18]3[cH:19][cH:20][cH:21][cH:22][cH:23]3)[cH:14][cH:15]2)[cH:8][cH:9]1. Reactants: C1CCOC1, Cl, O=C(O)C(Nc1cc(F)ccc1F)c1ccccc1, OC1CN2CCC1CC2, On1nnc2ccccc21. The product is O=C(OC1CN2CCC1CC2)C(Nc1cc(F)ccc1F)c1ccccc1. RXN SMILES: [CH2:40]1[O:41][CH2:42][CH2:43][CH2:44]1.[ClH:1].[F:2][c:3]1[c:4]([NH:10][CH:11]([C:12](=[O:13])[OH:14])[c:15]2[cH:16][cH:17][cH:18][cH:19][cH:20]2)[cH:5][c:6]([F:9])[cH:7][cH:8]1.[N:31]12[CH2:32][CH:33]([OH:39])[CH:34]([CH2:35][CH2:36]1)[CH2:37][CH2:38]2.[OH:21][n:22]1[c:23]2[c:24]([cH:25][cH:26][cH:27][cH:28]2)[n:29][n:30]1>>[F:2][c:3]1[c:4]([NH:10][CH:11]([C:12](=[O:13])[O:14][CH:33]2[CH2:32][N:31]3[CH2:36][CH2:35][CH:34]2[CH2:37][CH2:38]3)[c:15]2[cH:16][cH:17][cH:18][cH:19][cH:20]2)[cH:5][c:6]([F:9])[cH:7][cH:8]1. Run in Cl (hydrochloric acid). The product is CN1C=C(C2=CC(=CC=C12)C(=O)N)CCCCN1CCC(=CC1)C1=CC=CC=C1 (1-methyl-3-[4-(4-phenyl-1,2,3,6-tetrahydropyridyl)-butyl]-indole-5-carboxamide). As a reaction SMILES: [CH3:1][N:2]1[C:10]2[C:5](=[CH:6][C:7]([C:11]([NH2:13])=[O:12])=[CH:8][CH:9]=2)[C:4]([CH2:14][CH2:15][CH2:16][CH2:17][N:18]2[CH2:23][CH2:22][C:21](O)([C:24]3[CH:29]=[CH:28][CH:27]=[CH:26][CH:25]=3)[CH2:20][CH2:19]2)=[CH:3]1>Cl>[CH3:1][N:2]1[C:10]2[C:5](=[CH:6][C:7]([C:11]([NH2:13])=[O:12])=[CH:8][CH:9]=2)[C:4]([CH2:14][CH2:15][CH2:16][CH2:17][N:18]2[CH2:19][CH:20]=[C:21]([C:24]3[CH:25]=[CH:26][CH:27]=[CH:28][CH:29]=3)[CH2:22][CH2:23]2)=[CH:3]1. Starting materials: CN1C=C(C2=CC(=CC=C12)C(=O)N)CCCCN1CCC(CC1)(C1=CC=CC=C1)O (1-methyl-3-[4-(4-hydroxy-4-phenyl-1-piperidyl)-butyl]-indole-5-carboxamide). Procedure details: 4.05 g of 1-methyl-3-[4-(4-hydroxy-4-phenyl-1-piperidyl)-butyl]-indole-5-carboxamide [obtainable by reacting 1-methyl-3-(4-bromobutyl)-indole-5carboxamide with 4-piperidone, followed by reaction with C6H5Li and hydrolysis] are heated at 50° with 40 ml of hydrochloric acid for 2 hours, and the mixture is worked up in the customary manner to give 1-methyl-3-[4-(4-phenyl-1,2,3,6-tetrahydropyridyl)-butyl]-indole-5-carboxamide. Starting materials: C=CCOc1c(C=C)cc(CO)nc1Cl, Cl[Ru](Cl)=Cc1ccccc1, C1CCC(P(C2CCCCC2)C2CCCCC2)CC1, C1CCC(P(C2CCCCC2)C2CCCCC2)CC1. The product is OCc1cc2c(c(Cl)n1)OCC=C2. As a reaction SMILES: [CH2:1]([CH:2]=[CH2:3])[O:4][c:5]1[c:6]([CH:14]=[CH2:15])[cH:7][c:8]([CH2:12][OH:13])[n:9][c:10]1[Cl:11].[CH:16](=[Ru:17]([Cl:18])[Cl:19])[c:20]1[cH:21][cH:22][cH:23][cH:24][cH:25]1.[CH:26]1([P:27]([CH:28]2[CH2:29][CH2:30][CH2:31][CH2:32][CH2:33]2)[CH:34]2[CH2:35][CH2:36][CH2:37][CH2:38][CH2:39]2)[CH2:40][CH2:41][CH2:42][CH2:43][CH2:44]1.[CH:45]1([P:46]([CH:47]2[CH2:48][CH2:49][CH2:50][CH2:51][CH2:52]2)[CH:53]2[CH2:54][CH2:55][CH2:56][CH2:57][CH2:58]2)[CH2:59][CH2:60][CH2:61][CH2:62][CH2:63]1>>[CH2:1]1[O:4][c:5]2[c:6]([cH:7][c:8]([CH2:12][OH:13])[n:9][c:10]2[Cl:11])[CH:14]=[CH:15]1.